Dataset: the Open Reaction Database (ORD), a public repository of structured organic reaction records. Task: describe an organic reaction: reactants, conditions, products, and yield Reactants: C(C)(=O)OCC (ethyl acetate), [K] (potassium), CC(=O)C=1C=CC(=CC1)O (4-hydroxyacetophenone), ethyl L-2-[(methylsulfonyl)oxy]propanoate, CN(C)C=O (DMF), CN(C)C=O (DMF). Reaction conditions: temperature 80 celsius, time 2 hour. Yields the product C(C)(=O)C1=CC=C(OC(C(=O)OCC)C)C=C1 (ethyl 2-(4-acetylphenoxy)propanoate). RXN SMILES: [K].[CH3:2][C:3]([C:5]1[CH:6]=[CH:7][C:8]([OH:11])=[CH:9][CH:10]=1)=[O:4].[C:12]([O:15][CH2:16][CH3:17])(=[O:14])[CH3:13].[CH3:18]N(C=O)C>>[C:3]([C:5]1[CH:10]=[CH:9][C:8]([O:11][CH:13]([CH3:18])[C:12]([O:15][CH2:16][CH3:17])=[O:14])=[CH:7][CH:6]=1)(=[O:4])[CH3:2] |^1:0|. Reported procedure: A solution of the potassium salt of 4-hydroxyacetophenone (17.6 g, 0.1 mol) in DMF (50 mL) is added to a solution of ethyl L-2-[(methylsulfonyl)oxy]propanoate (21.5 g, 0.11 mol) in DMF (40 mL) over 15 minutes at 80° C. and stirred at 80° C. for 2 hours. To the reaction is added ethyl acetate (100 mL) and filtered. The filtrate is concentrated under reduced pressure whereupon the product is analyzed by GLC. The product is dissolved in ethyl acetate (250 mL) and extracted with saturated sodium bic...